Task: describe an organic reaction: reactants, conditions, products, and yield. Dataset: the Open Reaction Database (ORD), a public repository of structured organic reaction records The reactants are S1C=C(C=C1)C1(CCO)CC=CC=C1 (1-(3-Thienyl)phenethyl alcohol), C(C)(=O)OC(C)=O (acetic anhydride). Solvent: N1=CC=CC=C1 (pyridine). Reaction conditions: temperature 80 celsius, time 4 hour. The product is C(C)(=O)OCCC1(CC=CC=C1)C1=CSC=C1 (1-(3-thienyl)phenethyl acetate). Isolated yield 84.0%. RXN SMILES: [S:1]1[CH:5]=[CH:4][C:3]([C:6]2([CH:14]=[CH:13][CH:12]=[CH:11][CH2:10]2)[CH2:7][CH2:8][OH:9])=[CH:2]1.[C:15](OC(=O)C)(=[O:17])[CH3:16]>N1C=CC=CC=1>[C:15]([O:9][CH2:8][CH2:7][C:6]1([C:3]2[CH:4]=[CH:5][S:1][CH:2]=2)[CH:10]=[CH:11][CH:12]=[CH:13][CH2:14]1)(=[O:17])[CH3:16]. Procedure details: 1-(3-Thienyl)phenethyl alcohol (10 g, 49 mmol) was dissolved in a 2:1 pyridine and acetic anhydride mixture (50 ml). This was stirred at 80° C. for 4 h. Excess of pyridine and acetic anhydride mixture was removed under reduced pressure and the residue was dissolved in water (100 ml). This was extracted with methylene chloride (3×75 ml) and the combined organic layers was dried over MgSO4 and filtered. Removal of the solvent gave 1-(3-thienyl)phenethyl acetate (10.2 g, 84% yield). The reactants are BrCC1=CC(=NO1)NC(OC)=O (methyl 5-(bromomethyl)isoxazol-3-ylcarbamate), ClCC1=NC(=NN1C)C (5-(chloromethyl)-1,3-dimethyl-1H-1,2,4-triazole), C1(CCCC1)C1(CC(CC(O1)=O)=O)CCC1=CC=C(C=C1)OC (6-cyclopentyl-6-[2-(4-methoxyphenyl)ethyl]dihydro-2H-pyran-2,4(3H)-dione). Yields the product C1(CCCC1)C1(CC(=C(C(O1)=O)CC1=CC(=NO1)NC(OC)=O)O)CCC1=CC=C(C=C1)OC (Methyl 5-({6-cyclopentyl-4-hydroxy-6-[2-(4-methoxyphenyl)ethyl]-2-oxo-5,6-dihydro-2H-pyran-3-yl}methyl)isoxazol-3-ylcarbamate). The yield is 13.0%. RXN SMILES: Br[CH2:2][C:3]1[O:7][N:6]=[C:5]([NH:8][C:9](=[O:12])[O:10][CH3:11])[CH:4]=1.ClCC1N(C)N=C(C)N=1.[CH:22]1([C:27]2([CH2:35][CH2:36][C:37]3[CH:42]=[CH:41][C:40]([O:43][CH3:44])=[CH:39][CH:38]=3)[O:32][C:31](=[O:33])[CH2:30][C:29](=[O:34])[CH2:28]2)[CH2:26][CH2:25][CH2:24][CH2:23]1>>[CH:22]1([C:27]2([CH2:35][CH2:36][C:37]3[CH:42]=[CH:41][C:40]([O:43][CH3:44])=[CH:39][CH:38]=3)[O:32][C:31](=[O:33])[C:30]([CH2:2][C:3]3[O:7][N:6]=[C:5]([NH:8][C:9](=[O:12])[O:10][CH3:11])[CH:4]=3)=[C:29]([OH:34])[CH2:28]2)[CH2:26][CH2:25][CH2:24][CH2:23]1. Reported procedure: The title compound was prepared as described in Example B(53), using methyl 5-(bromomethyl)isoxazol-3-ylcarbamate (prepared as described: Sircar, J. C.; Capiris, T. U.S. Pat. No. 4,489,077, Dec. 18, 1984) in place of 5-(chloromethyl)-1,3-dimethyl-1H-1,2,4-triazole, and using 6-cyclopentyl-6-[2-(4-methoxyphenyl)ethyl]dihydro-2H-pyran-2,4(3H)-dione in place of 6-[2-(3-chloro-4-methoxyphenyl)ethyl]-6-cyclopentyldihydro-2H-pyran-2,4(3H)-dione. Yield: 13%. 1H NMR (300 MHz, DMSO-d6) δ 1.15-1.65 (m, 8H... Reactants: Cl.FC1=CC2=C(C(=NO2)C2CCNCC2)C=C1 (6-fluoro-3-(4-piperidinyl)-1,2-benzisoxazole hydrochloride), C(=O)([O-])[O-].[K+].[K+] (K2CO3), BrCCCOC1=C(C=C(C=C1)C)C(C)=O (1-[2-(3-bromopropoxy)-5-methylphenyl]ethanone). Run in CN(C=O)C (dimethylformamide), C(C)#N (acetonitrile). Reaction conditions: temperature 95 celsius. Product: FC1=CC2=C(C(=NO2)C2CCN(CC2)CCCOC2=C(C=C(C=C2)C)C(C)=O)C=C1 (1-[2-[3-[4-(6-fluoro-1,2-benzisoxazol-3-yl)-1-piperidinyl]propoxy]-5-methylphenyl]ethanone). Isolated yield 46.2%. Reaction SMILES: Cl.[F:2][C:3]1[CH:17]=[CH:16][C:6]2[C:7]([CH:10]3[CH2:15][CH2:14][NH:13][CH2:12][CH2:11]3)=[N:8][O:9][C:5]=2[CH:4]=1.C([O-])([O-])=O.[K+].[K+].Br[CH2:25][CH2:26][CH2:27][O:28][C:29]1[CH:34]=[CH:33][C:32]([CH3:35])=[CH:31][C:30]=1[C:36](=[O:38])[CH3:37]>CN(C)C=O.C(#N)C>[F:2][C:3]1[CH:17]=[CH:16][C:6]2[C:7]([CH:10]3[CH2:11][CH2:12][N:13]([CH2:25][CH2:26][CH2:27][O:28][C:29]4[CH:34]=[CH:33][C:32]([CH3:35])=[CH:31][C:30]=4[C:36](=[O:38])[CH3:37])[CH2:14][CH2:15]3)=[N:8][O:9][C:5]=2[CH:4]=1 |f:0.1,2.3.4|. Procedure: A mixture of 6-fluoro-3-(4-piperidinyl)-1,2-benzisoxazole hydrochloride (2.87 g, 11.23 mmol), K2CO3 (2.5 g), 1-[2-(3-bromopropoxy)-5-methylphenyl]ethanone (3.74 g, 13.8 mmol) in dimethylformamide (10 ml) and acetonitrile (.50 ml) was heated at 95° C. for 6 hours. At the end of the reaction, the solvent was concentrated and the mixture was extracted into dichloromethane (300 ml). The organic solution was washed with water and brine, dried over MgSO4, then concentrated down to a crude oil. The pur...